This data is from the Open Reaction Database (ORD), a public repository of structured organic reaction records. The task is: describe an organic reaction: reactants, conditions, products, and yield Reactants: CCN(CCC1CCCNC1)C(C)C, O=C1Nc2cccnc2N(C(=O)Cl)c2ccccc21. Product: CCN(CCC1CCCN(C(=O)N2c3ccccc3C(=O)Nc3cccnc32)C1)C(C)C, Cl. Reaction SMILES: [CH3:20][CH:21]([CH3:22])[N:23]([CH2:24][CH2:25][CH:26]1[CH2:27][NH:28][CH2:29][CH2:30][CH2:31]1)[CH2:32][CH3:33].[Cl:1][C:2](=[O:3])[N:4]1[c:5]2[c:6]([cH:16][cH:17][cH:18][n:19]2)[NH:7][C:8](=[O:15])[c:9]2[c:10]1[cH:11][cH:12][cH:13][cH:14]2>>[C:2](=[O:3])([N:4]1[c:5]2[c:6]([cH:16][cH:17][cH:18][n:19]2)[NH:7][C:8](=[O:15])[c:9]2[c:10]1[cH:11][cH:12][cH:13][cH:14]2)[N:28]1[CH2:27][CH:26]([CH2:25][CH2:24][N:23]([CH:21]([CH3:20])[CH3:22])[CH2:32][CH3:33])[CH2:31][CH2:30][CH2:29]1.[ClH:1]. Reactants: COC(=O)OCCOc1cc(OC)cc(C(Nc2ccc(C#N)cc2)c2nn(-c3ncccn3)c(=O)[nH]2)c1F, CC(=O)O, CO, [Na+], C1CCOC1, [OH-], O. Product: COc1cc(OCCO)c(F)c(C(Nc2ccc(C#N)cc2)c2nn(-c3ncccn3)c(=O)[nH]2)c1. As a reaction SMILES: [CH3:1][O:2][C:3]([O:4][CH2:5][CH2:6][O:7][c:8]1[c:9]([F:38])[c:10]([CH:16]([c:17]2[n:18][n:19](-[c:23]3[n:24][cH:25][cH:26][cH:27][n:28]3)[c:20](=[O:22])[nH:21]2)[NH:29][c:30]2[cH:31][cH:32][c:33]([C:36]#[N:37])[cH:34][cH:35]2)[cH:11][c:12]([O:14][CH3:15])[cH:13]1)=[O:39].[CH3:43][C:44](=[O:45])[OH:46].[CH3:52][OH:53].[Na+:41].[O:47]1[CH2:48][CH2:49][CH2:50][CH2:51]1.[OH-:40].[OH2:42]>>[OH:4][CH2:5][CH2:6][O:7][c:8]1[c:9]([F:38])[c:10]([CH:16]([c:17]2[n:18][n:19](-[c:23]3[n:24][cH:25][cH:26][cH:27][n:28]3)[c:20](=[O:22])[nH:21]2)[NH:29][c:30]2[cH:31][cH:32][c:33]([C:36]#[N:37])[cH:34][cH:35]2)[cH:11][c:12]([O:14][CH3:15])[cH:13]1. The reactants are C1CC2(CCN1)OCCO2, N#Cc1ccccc1F, CN(C)C=O. Product: N#Cc1ccccc1N1CCC2(CC1)OCCO2. As a reaction SMILES: [CH2:10]1[CH2:11][O:12][C:13]2([CH2:14][CH2:15][NH:16][CH2:17][CH2:18]2)[O:19]1.[F:1][c:2]1[c:3]([C:4]#[N:5])[cH:6][cH:7][cH:8][cH:9]1.[O:20]=[CH:21][N:22]([CH3:23])[CH3:24]>>[c:2]1([N:16]2[CH2:15][CH2:14][C:13]3([O:12][CH2:11][CH2:10][O:19]3)[CH2:18][CH2:17]2)[c:3]([C:4]#[N:5])[cH:6][cH:7][cH:8][cH:9]1. The reactants are ClC(=O)OC1=C(C=C(C=C1)OC)OC (2,4-dimethoxyphenyl chloroformate), C(CCO)O (1,3-propanediol). Product: COC1=C(OC(=O)OCCCO)C=CC(=C1)OC (1-(2,4-dimethoxyphenoxycarbonyloxy)-3-propanol). As a reaction SMILES: Cl[C:2]([O:4][C:5]1[CH:10]=[CH:9][C:8]([O:11][CH3:12])=[CH:7][C:6]=1[O:13][CH3:14])=[O:3].[CH2:15]([OH:19])[CH2:16][CH2:17][OH:18]>>[CH3:14][O:13][C:6]1[CH:7]=[C:8]([O:11][CH3:12])[CH:9]=[CH:10][C:5]=1[O:4][C:2]([O:18][CH2:17][CH2:16][CH2:15][OH:19])=[O:3]. Procedure details: The reaction of 2,4-dimethoxyphenyl chloroformate with 1,3-propanediol yields 1-(2,4-dimethoxyphenoxycarbonyloxy)-3-propanol. Starting materials: COc1ccc(P2(=S)SP(=S)(c3ccc(OC)cc3)S2)cc1, COc1ccc(P2(=S)CP(=S)(c3ccc(OC)cc3)S2)cc1, COCCOC, CN1C(=O)CC(c2ccccc2)C1C(O)c1cccs1. Yields the product CN1C(=S)CC(c2ccccc2)C1C(O)c1cccs1. RXN SMILES: [CH3:21][O:22][c:23]1[cH:24][cH:25][c:26]([P:27]2(=[S:30])[S:28][P:29]([c:31]3[cH:32][cH:33][c:34]([O:35][CH3:36])[cH:37][cH:38]3)(=[S:39])[S:40]2)[cH:41][cH:42]1.[CH3:43][O:44][c:45]1[cH:46][cH:47][c:48]([P:49]2(=[S:50])[CH2:51][P:52](=[S:53])([c:54]3[cH:55][cH:56][c:57]([O:58][CH3:59])[cH:60][cH:61]3)[S:62]2)[cH:63][cH:64]1.[CH3:65][O:66][CH2:67][CH2:68][O:69][CH3:70].[OH:1][CH:2]([CH:3]1[CH:4]([c:10]2[cH:11][cH:12][cH:13][cH:14][cH:15]2)[CH2:5][C:6](=[O:9])[N:7]1[CH3:8])[c:16]1[s:17][cH:18][cH:19][cH:20]1>>[OH:1][CH:2]([CH:3]1[CH:4]([c:10]2[cH:11][cH:12][cH:13][cH:14][cH:15]2)[CH2:5][C:6](=[S:30])[N:7]1[CH3:8])[c:16]1[s:17][cH:18][cH:19][cH:20]1. Starting materials: ClC=1C=CC(=C2N3C(=NC21)N(CCC3)C=3C(=NC(=CC3)OC)C)C(=O)OC (methyl 9-chloro-1-(6-methoxy-2-methylpyridin-3-yl)-1,2,3,4-tetrahydropyrimido[1,2-a]benzimidazole-6-carboxylate), [BH4-].[Li+] (lithium tetrahydroborate). Run in O1CCCC1 (tetrahydrofuran). Procedure details: To a solution of methyl 9-chloro-1-(6-methoxy-2-methylpyridin-3-yl)-1,2,3,4-tetrahydropyrimido[1,2-a]benzimidazole-6-carboxylate (1.50 g, 3.88 mmol) in tetrahydrofuran (15.0 mL) was added lithium tetrahydroborate (337.8 mg, 15.51 mmol) at 0° C. The reaction mixture was stirred at 50° C. for 6.5 hrs. After cooling, the reaction mixture was quenched with aqueous saturated ammonium chloride at 0° C. The solvent was concentrated and the precipitate was collected by filtration and washed with water t... Yield: 98.7%. Reaction SMILES: [Cl:1][C:2]1[CH:3]=[CH:4][C:5]([C:24](OC)=[O:25])=[C:6]2[C:10]=1[N:9]=[C:8]1[N:11]([C:15]3[C:16]([CH3:23])=[N:17][C:18]([O:21][CH3:22])=[CH:19][CH:20]=3)[CH2:12][CH2:13][CH2:14][N:7]21.[BH4-].[Li+]>O1CCCC1>[Cl:1][C:2]1[C:10]2[N:9]=[C:8]3[N:11]([C:15]4[C:16]([CH3:23])=[N:17][C:18]([O:21][CH3:22])=[CH:19][CH:20]=4)[CH2:12][CH2:13][CH2:14][N:7]3[C:6]=2[C:5]([CH2:24][OH:25])=[CH:4][CH:3]=1 |f:1.2|. Conditions: temperature 50 celsius, time 6.5 hour. The product is ClC1=CC=C(C=2N3C(=NC21)N(CCC3)C=3C(=NC(=CC3)OC)C)CO ([9-Chloro-1-(6-methoxy-2-methylpyridin-3-yl)-1,2,3,4-tetrahydropyrimido[1,2-a]benzimidazol-6-yl]methanol). RXN SMILES: [Br:1][C:2]1[CH:3]=[C:4]2[C:9](=[CH:10][CH:11]=1)[CH:8]=[C:7]([OH:12])[CH:6]=[CH:5]2.Br[CH:14]([CH3:20])[CH2:15][CH2:16][CH2:17][CH2:18][CH3:19].[I-].[K+].C(=O)([O-])[O-].[K+].[K+]>CS(C)=O>[Br:1][C:2]1[CH:3]=[C:4]2[C:9](=[CH:10][CH:11]=1)[CH:8]=[C:7]([O:12][CH2:20][CH2:14][CH2:15][CH2:16][CH2:17][CH2:18][CH3:19])[CH:6]=[CH:5]2 |f:2.3,4.5.6|. Procedure: A mixture of 5 g of 6-bromo-2-naphthol, 50 ml of dimethyl sulfoxide, 3.9 ml of 6-bromoheptane, 7.1 g of potassium iodide and 7.1 g of milled potassium carbonate activated at 80° C. in high vacuum is heated to 65° C. for 16 hours. It is then cooled and is partitioned between ethyl acetate and water and the organic phase is washed several times with water, dried over magnesium sulfate, filtered and evaporated down. Chromatography of the residue over 200 g of silica gel using toluene and subsequent... Product: BrC=1C=C2C=CC(=CC2=CC1)OCCCCCCC (6-bromo-2-heptyloxynaphthalene). Solvent: CS(=O)C (dimethyl sulfoxide). Starting materials: BrC=1C=C2C=CC(=CC2=CC1)O (6-bromo-2-naphthol), BrC(CCCCC)C (6-bromoheptane), [I-].[K+] (potassium iodide), C([O-])([O-])=O.[K+].[K+] (potassium carbonate). Run at temperature 65 celsius.